This data is from the Open Reaction Database (ORD), a public repository of structured organic reaction records. The task is: describe an organic reaction: reactants, conditions, products, and yield The reactants are Cl.NC=1SC(=CN1)F (2-amino-5-fluorothiazole hydrochloride), FC=1C=C2C(=CC1)NCC21CN(CC1)C(=O)OC(C)(C)C (t-butyl 5-fluorospiro[indoline-3,3′-pyrrolidine]-1′-carboxylate), ClC(=O)OC (methyl chloroformate). The product is FC=1C=C2C(=CC1)N(CC21CN(CC1)C(=O)OC)C(NC=1SC(=CN1)F)=O (methyl 5-fluoro-1-((5-fluorothiazol-2-yl)carbamoyl)spiro[indoline-3,3′-pyrrolidine]-1′-carboxylate). Reaction SMILES: Cl.[NH2:2][C:3]1[S:4][C:5]([F:8])=[CH:6][N:7]=1.[F:9][C:10]1[CH:11]=[C:12]2[C:18]3([CH2:22][CH2:21][N:20]([C:23]([O:25][C:26](C)(C)C)=[O:24])[CH2:19]3)[CH2:17][NH:16][C:13]2=[CH:14][CH:15]=1.Cl[C:31](OC)=[O:32]>>[F:9][C:10]1[CH:11]=[C:12]2[C:18]3([CH2:22][CH2:21][N:20]([C:23]([O:25][CH3:26])=[O:24])[CH2:19]3)[CH2:17][N:16]([C:31](=[O:32])[NH:2][C:3]3[S:4][C:5]([F:8])=[CH:6][N:7]=3)[C:13]2=[CH:14][CH:15]=1 |f:0.1|. Procedure details: The captioned compound was obtained in the form of a white solid by performing the same reactions and/or treatments as those in Examples 1, 2, and 3, with the exceptions that 2-amino-5-fluorothiazole hydrochloride was used instead of 2-amino-5-chlorothiazole hydrochloride, that t-butyl 5-fluorospiro[indoline-3,3′-pyrrolidine]-1′-carboxylate was used instead of t-butyl 5-bromospiro[indoline-3,3′-pyrrolidine]-1′-carboxylate, and that methyl chloroformate was used instead of acetyl chloride.